Dataset: the Open Reaction Database (ORD), a public repository of structured organic reaction records. Task: describe an organic reaction: reactants, conditions, products, and yield Isolated yield 76.8%. Product: C1(=CC=CC=C1)COC1=C2C(=CC=C(C2=C(C=2C(OC(C21)=O)=O)OCC2=CC=CC=C2)OCC2=CC=CC=C2)OCC2=CC=CC=C2 (4,5,8,9-tetrakis(phenylmethoxy)naptho-[2,3-c]furan-1,3-dione). Run in O (water), CO (methanol), C1CCOC1 (THF). As a reaction SMILES: [C:1]1([CH2:7][O:8][C:9]2[C:18]3[C:13](=[C:14]([O:27][CH2:28][C:29]4[CH:34]=[CH:33][CH:32]=[CH:31][CH:30]=4)[CH:15]=[CH:16][C:17]=3[O:19][CH2:20][C:21]3[CH:26]=[CH:25][CH:24]=[CH:23][CH:22]=3)[C:12]([O:35][CH2:36][C:37]3[CH:42]=[CH:41][CH:40]=[CH:39][CH:38]=3)=[C:11]([C:43](OC)=[O:44])[C:10]=2[C:47]([O:49]C)=[O:48])[CH:6]=[CH:5][CH:4]=[CH:3][CH:2]=1.[OH-].[K+]>O.CO.C1COCC1>[C:1]1([CH2:7][O:8][C:9]2[C:10]3[C:47](=[O:48])[O:49][C:43](=[O:44])[C:11]=3[C:12]([O:35][CH2:36][C:37]3[CH:38]=[CH:39][CH:40]=[CH:41][CH:42]=3)=[C:13]3[C:18]=2[C:17]([O:19][CH2:20][C:21]2[CH:22]=[CH:23][CH:24]=[CH:25][CH:26]=2)=[CH:16][CH:15]=[C:14]3[O:27][CH2:28][C:29]2[CH:34]=[CH:33][CH:32]=[CH:31][CH:30]=2)[CH:2]=[CH:3][CH:4]=[CH:5][CH:6]=1 |f:1.2|. Procedure details: 12.50 g of dimethyl 1,4,5,8-tetrakis(phenylmethoxy)-2,3-napthalene dicarboxylate prepared in Step 2A-c above was refluxed with 12.0 g of KOH in 24 mL of water, 300 mL of methanol and 100 mL of THF for 1 hour. The solvent was removed, and the residue acidified with 1N HCl. The solid was then collected by filtration and was refluxed in 55 mL of acetic anhydride for 30 minutes. After cooling to room temperature, a mixed solvent of 1:1 v/v diethyl ether and petroleum ether was added. The yellow crys... Reactants: C1(=CC=CC=C1)COC1=C(C(=C(C2=C(C=CC(=C12)OCC1=CC=CC=C1)OCC1=CC=CC=C1)OCC1=CC=CC=C1)C(=O)OC)C(=O)OC (dimethyl 1,4,5,8-tetrakis(phenylmethoxy)-2,3-naphthalene dicarboxylate), [OH-].[K+] (KOH). The product is C(CC)N1C(=NC=2N=C(NC2C1=O)C=1C=NN(C1)CC1=CC(=CC=C1)C(F)(F)F)C1=CC=C(C=C1)C(F)(F)F (1-Propyl-8-[1-(3-trifluoromethyl-benzyl)-1H-pyrazol-4-yl]-2-(4-trifluoromethyl-phenyl)-1,7-dihydro-purin-6-one). The yield is 36.0%. RXN SMILES: Cl[C:2]1[N:3]([CH2:28][CH2:29][CH3:30])[C:4](=[O:27])[C:5]2[NH:6][C:7]([C:11]3[CH:12]=[N:13][N:14]([CH2:16][C:17]4[CH:22]=[CH:21][CH:20]=[C:19]([C:23]([F:26])([F:25])[F:24])[CH:18]=4)[CH:15]=3)=[N:8][C:9]=2[N:10]=1.[F:31][C:32]([F:43])([F:42])[C:33]1C=CC(B(O)O)=C[CH:34]=1.C([O-])(O)=O.[Na+].[CH2:49]1[CH2:53]O[CH2:51][CH2:50]1>C1C=CC([P]([Pd]([P](C2C=CC=CC=2)(C2C=CC=CC=2)C2C=CC=CC=2)([P](C2C=CC=CC=2)(C2C=CC=CC=2)C2C=CC=CC=2)[P](C2C=CC=CC=2)(C2C=CC=CC=2)C2C=CC=CC=2)(C2C=CC=CC=2)C2C=CC=CC=2)=CC=1>[CH2:28]([N:3]1[C:4](=[O:27])[C:5]2[NH:6][C:7]([C:11]3[CH:12]=[N:13][N:14]([CH2:16][C:17]4[CH:22]=[CH:21][CH:20]=[C:19]([C:23]([F:26])([F:25])[F:24])[CH:18]=4)[CH:15]=3)=[N:8][C:9]=2[N:10]=[C:2]1[C:49]1[CH:50]=[CH:51][C:33]([C:32]([F:43])([F:42])[F:31])=[CH:34][CH:53]=1)[CH2:29][CH3:30] |f:2.3,^1:57,59,78,97|. Reagents/catalysts: C=1C=CC(=CC1)[P](C=2C=CC=CC2)(C=3C=CC=CC3)[Pd]([P](C=4C=CC=CC4)(C=5C=CC=CC5)C=6C=CC=CC6)([P](C=7C=CC=CC7)(C=8C=CC=CC8)C=9C=CC=CC9)[P](C=1C=CC=CC1)(C=1C=CC=CC1)C=1C=CC=CC1 (Pd(PPh3)4). Reactants: ClC=1N(C(C=2NC(=NC2N1)C=1C=NN(C1)CC1=CC(=CC=C1)C(F)(F)F)=O)CCC (2-Chloro-1-propyl-8-[1-(3-trifluoromethyl-benzyl)-1H-pyrazol-4-yl]-1,7-dihydro-purin-6-one), FC(C1=CC=C(C=C1)B(O)O)(F)F (4-Trifluoromethylphenyl boronic acid), C1CCOC1 (THF), C(=O)(O)[O-].[Na+] (NaHCO3). Procedure details: A mixture of 2-Chloro-1-propyl-8-[1-(3-trifluoromethyl-benzyl)-1H-pyrazol-4-yl]-1,7-dihydro-purin-6-one (0.1 g, 0.239 mmol) and 4-Trifluoromethylphenyl boronic acid (0.038 g, 0.239 mmol) in THF (5 ml) were stirred at room temperature under argon and added 1M aqueous NaHCO3 (0.04 g, 0.478 mmol) and Pd(PPh3)4 (0.013 g, 0.0119 mmol). The reaction mixture was heated at 80° C. for overnight and the solvent was removed under reduced pressure. The residue was purified by column chromatography to obtain...